From a dataset of the Open Reaction Database (ORD), a public repository of structured organic reaction records. describe an organic reaction: reactants, conditions, products, and yield Starting materials: CSCCC1C(=O)N(Cc2ccccc2)CCN1C(=O)OC(C)(C)C, COCCOCCOC, N, [Na]. The product is CSCCC1C(=O)NCCN1C(=O)OC(C)(C)C. RXN SMILES: [C:2]([CH3:3])([CH3:4])([CH3:5])[O:6][C:7](=[O:8])[N:9]1[CH:10]([CH2:23][CH2:24][S:25][CH3:26])[C:11](=[O:22])[N:12]([CH2:15][c:16]2[cH:17][cH:18][cH:19][cH:20][cH:21]2)[CH2:13][CH2:14]1.[CH3:27][O:28][CH2:29][CH2:30][O:31][CH2:32][CH2:33][O:34][CH3:35].[NH3:36].[Na:1]>>[C:2]([CH3:3])([CH3:4])([CH3:5])[O:6][C:7](=[O:8])[N:9]1[CH:10]([CH2:23][CH2:24][S:25][CH3:26])[C:11](=[O:22])[NH:12][CH2:13][CH2:14]1. Reactants: CCOC(=O)C (EtOAc), ClC1=NC=C2NC(=NC2=N1)S(=O)(=O)C (2-chloro-8-(methylsulfonyl)-7H-purine), C(C)(C)N(C(C)C)CC (N,N-diisopropylethylamine), C[Si](CCOCCl)(C)C (2-(trimethylsilyl)ethoxymethyl chloride). The solvent is CN(C)C=O (DMF). Reaction conditions: time 20 hour. Yields the product ClC1=NC=C2N(C(=NC2=N1)S(=O)(=O)C)COCC[Si](C)(C)C (2-chloro-8-(methylsulfonyl)-7-((2-(trimethylsilyl)ethoxy)methyl)-7H-purine). As a reaction SMILES: [Cl:1][C:2]1[N:10]=[C:9]2[C:5]([NH:6][C:7]([S:11]([CH3:14])(=[O:13])=[O:12])=[N:8]2)=[CH:4][N:3]=1.C(N(CC)C(C)C)(C)C.[CH3:24][Si:25]([CH3:32])([CH3:31])[CH2:26][CH2:27][O:28][CH2:29]Cl.CCOC(C)=O>CN(C=O)C>[Cl:1][C:2]1[N:10]=[C:9]2[C:5]([N:6]([CH2:29][O:28][CH2:27][CH2:26][Si:25]([CH3:32])([CH3:31])[CH3:24])[C:7]([S:11]([CH3:14])(=[O:13])=[O:12])=[N:8]2)=[CH:4][N:3]=1. Procedure: To a stirring solution of 2-chloro-8-(methylsulfonyl)-7H-purine (570 mg, 2.45 mmol) and N,N-diisopropylethylamine (3.42 mL, 19.60 mmol) in anhydrous DMF (16.7 mL) was added 2-(trimethylsilyl)ethoxymethyl chloride (2.17 mL, 12.25 mmol). The reaction was stirred under N2 at RT for 20 h, then added to EtOAc (1.0 L) and washed with saturated NH4Cl (0.2 L). The aqueous layer was separated and back-extracted with EtOAc (0.2 L). The organic layers combined and evaporated under reduced pressure. Flash c... The reactants are CCOCC, C1CCOC1, Cl, CON(C)C(=O)c1c(Cl)ccc(Cl)c1N, O. The product is CC(=O)c1c(Cl)ccc(Cl)c1N. Reaction SMILES: [CH2:16]([O:17][CH2:18][CH3:19])[CH3:20].[CH2:22]1[O:23][CH2:24][CH2:25][CH2:26]1.[ClH:21].[NH2:1][c:2]1[c:3]([C:4](=[O:5])[N:6]([O:7][CH3:8])[CH3:9])[c:10]([Cl:15])[cH:11][cH:12][c:13]1[Cl:14].[OH2:27]>>[NH2:1][c:2]1[c:3]([C:4](=[O:5])[CH3:16])[c:10]([Cl:15])[cH:11][cH:12][c:13]1[Cl:14].